This data is from the Open Reaction Database (ORD), a public repository of structured organic reaction records. The task is: describe an organic reaction: reactants, conditions, products, and yield Reactants: CN1CCN(CC1)C=1C=CC2=C(NC(=N2)C2=NNC3=CC=CC(=C23)N)C1 (3-[6-(4-Methylpiperazin-1-yl)-1H-benzoimidazol-2-yl]-1H-indazol-4-ylamine), CS(=O)(=O)Cl (methanesulfonyl chloride), C(C)(C)N(CC)C(C)C (diisopropylethylamine). Solvent: C(Cl)Cl (CH2Cl2). Yields the product CN1CCN(CC1)C=1C=CC2=C(NC(=N2)C2=NNC3=CC=CC(=C23)NS(=O)(=O)C)C1 (N-{3-[6-(4-Methylpiperazin-1-yl)-1H-benzoimidazol-2-yl]-1H-indazol-4-yl}-methanesulfonamide). Reaction SMILES: [CH3:1][N:2]1[CH2:7][CH2:6][N:5]([C:8]2[CH:9]=[CH:10][C:11]3[N:15]=[C:14]([C:16]4[C:24]5[C:19](=[CH:20][CH:21]=[CH:22][C:23]=5[NH2:25])[NH:18][N:17]=4)[NH:13][C:12]=3[CH:26]=2)[CH2:4][CH2:3]1.[CH3:27][S:28](Cl)(=[O:30])=[O:29].C(N(C(C)C)CC)(C)C>C(Cl)Cl>[CH3:1][N:2]1[CH2:7][CH2:6][N:5]([C:8]2[CH:9]=[CH:10][C:11]3[N:15]=[C:14]([C:16]4[C:24]5[C:19](=[CH:20][CH:21]=[CH:22][C:23]=5[NH:25][S:28]([CH3:27])(=[O:30])=[O:29])[NH:18][N:17]=4)[NH:13][C:12]=3[CH:26]=2)[CH2:4][CH2:3]1. Procedure: 3-[6-(4-Methylpiperazin-1-yl)-1H-benzoimidazol-2-yl]-1H-indazol-4-ylamine (1 equivalent), methanesulfonyl chloride (1.1 equivalent), and diisopropylethylamine (2 equivalents) in CH2Cl2 are stirred for 18 hours. The solvent is evaporated, and the resulting residue is purified by preparatory HPLC to provide the title compound. Procedure: 4.7 g of 2-bromo-4'-chloro-3'-sulfamoylacetophenone and 2.55 g of 1-(2-furylmethyl)-3-methylthiourea were reacted according to the prescription of Example 23 and the end product was precipitated by adding 100 ml of diethyl ether. Colorless crystalline solid body: melting point: 168° C (decomposition). RXN SMILES: [Br:1][CH2:2][C:3]([C:5]1[CH:10]=[CH:9][C:8]([Cl:11])=[C:7]([S:12](=[O:15])(=[O:14])[NH2:13])[CH:6]=1)=[O:4].[O:16]1[CH:20]=[CH:19][CH:18]=[C:17]1[CH2:21][NH:22][C:23]([NH:25][CH3:26])=[S:24]>>[BrH:1].[Cl:11][C:8]1[CH:9]=[CH:10][C:5]([C:3]2([OH:4])[CH2:2][S:24][C:23](=[N:22][CH2:21][C:17]3[O:16][CH:20]=[CH:19][CH:18]=3)[N:25]2[CH3:26])=[CH:6][C:7]=1[S:12](=[O:15])(=[O:14])[NH2:13] |f:2.3|. Product: Br.ClC1=C(C=C(C=C1)C1(N(C(SC1)=NCC=1OC=CC1)C)O)S(N)(=O)=O (4-(4-Chloro-3-sulfamoylphenyl)-2-(2-furylmethylimino)-3-methyl-1,3-thiazolidine-4-ol-hydrobromide). Starting materials: BrCC(=O)C1=CC(=C(C=C1)Cl)S(N)(=O)=O (2-bromo-4'-chloro-3'-sulfamoylacetophenone), O1C(=CC=C1)CNC(=S)NC (1-(2-furylmethyl)-3-methylthiourea). Reactants: CCON, Cc1c(C=O)oc2cccc(OCCCN(C)Cc3cccnc3)c12, Cl, c1ccncc1. The product is CCON=Cc1oc2cccc(OCCCN(C)Cc3cccnc3)c2c1C. RXN SMILES: [CH2:27]([CH3:28])[O:29][NH2:30].[CH3:1][c:2]1[c:3]([CH:24]=[O:25])[o:4][c:5]2[c:6]1[c:7]([O:11][CH2:12][CH2:13][CH2:14][N:15]([CH2:16][c:17]1[cH:18][n:19][cH:20][cH:21][cH:22]1)[CH3:23])[cH:8][cH:9][cH:10]2.[ClH:26].[cH:31]1[cH:32][cH:33][n:34][cH:35][cH:36]1>>[CH3:1][c:2]1[c:3]([CH:24]=[N:30][O:29][CH2:27][CH3:28])[o:4][c:5]2[c:6]1[c:7]([O:11][CH2:12][CH2:13][CH2:14][N:15]([CH2:16][c:17]1[cH:18][n:19][cH:20][cH:21][cH:22]1)[CH3:23])[cH:8][cH:9][cH:10]2. Starting materials: FC1=CC=C(C=C1)C1=C2C(CC(OC2=CC(=C1[C@H](C1=CC=C(C=C1)C(F)(F)F)F)C(C)C)(C)C)=O (5-(4-fluorophenyl)-6-{(S)-fluoro[4-(trifluoromethyl)phenyl]methyl}-7-isopropyl-2,2-dimethyl-2,3-dihydro-4H-chromen-4-one), N[C@H]1[C@H](CC2=CC=CC=C12)O ((1R,2S)-1-aminoindan-2-ol), CO (Methanol). Solvent: O1CCCC1 (tetrahydrofuran), O1CCCC1 (tetrahydrofuran). Conditions: time 30 minute. Yields the product FC1=CC=C(C=C1)C1=C2[C@H](CC(OC2=CC(=C1[C@@H](C1=CC=C(C=C1)C(F)(F)F)F)C(C)C)(C)C)O ((4S)-5-(4-fluorophenyl)-6-{(R)-fluoro[4-(trifluoromethyl)phenyl]methyl}-7-isopropyl-2,2-dimethylchroman-4-ol). As a reaction SMILES: N[C@@H]1C2C(=CC=CC=2)C[C@@H]1O.[F:12][C:13]1[CH:18]=[CH:17][C:16]([C:19]2[C:28]([C@@H:29]([F:40])[C:30]3[CH:35]=[CH:34][C:33]([C:36]([F:39])([F:38])[F:37])=[CH:32][CH:31]=3)=[C:27]([CH:41]([CH3:43])[CH3:42])[CH:26]=[C:25]3[C:20]=2[C:21](=[O:46])[CH2:22][C:23]([CH3:45])([CH3:44])[O:24]3)=[CH:15][CH:14]=1.CO>O1CCCC1>[F:12][C:13]1[CH:18]=[CH:17][C:16]([C:19]2[C:28]([C@H:29]([F:40])[C:30]3[CH:35]=[CH:34][C:33]([C:36]([F:38])([F:39])[F:37])=[CH:32][CH:31]=3)=[C:27]([CH:41]([CH3:42])[CH3:43])[CH:26]=[C:25]3[C:20]=2[C@@H:21]([OH:46])[CH2:22][C:23]([CH3:44])([CH3:45])[O:24]3)=[CH:15][CH:14]=1. Reported procedure: 110 μl (630 μmol) of borane/N,N-diethylaniline complex are added slowly to a solution of 3.5 mg (20 μmol) of (1R,2S)-1-aminoindan-2-ol in 4 ml of tetrahydrofuran, and the mixture is stirred at room temperature for 30 min. A solution of 77 mg (160 μmol) of 5-(4-fluorophenyl)-6-{(S)-fluoro[4-(trifluoromethyl)phenyl]methyl}-7-isopropyl-2,2-dimethyl-2,3-dihydro-4H-chromen-4-one (Example 22A) in 4 ml of tetrahydrofuran are then slowly added dropwise, and the mixture is stirred at room temperature for...